From a dataset of the Open Reaction Database (ORD), a public repository of structured organic reaction records. describe an organic reaction: reactants, conditions, products, and yield RXN SMILES: [Cl:39][CH2:40][Cl:41].[Na+:38].[O-:34][C:35]([OH:36])=[O:37].[OH:1][CH:2]([CH2:3][CH2:4][c:5]1[cH:6][cH:7][c:8]([CH2:11][O:12][c:13]2[cH:14][cH:15][cH:16][cH:17][cH:18]2)[cH:9][cH:10]1)[c:19]1[o:20][c:21](-[c:24]2[cH:25][cH:26][c:27]([C:30](=[O:31])[O:32][CH3:33])[cH:28][n:29]2)[cH:22][n:23]1>>[O:1]=[C:2]([CH2:3][CH2:4][c:5]1[cH:6][cH:7][c:8]([CH2:11][O:12][c:13]2[cH:14][cH:15][cH:16][cH:17][cH:18]2)[cH:9][cH:10]1)[c:19]1[o:20][c:21](-[c:24]2[cH:25][cH:26][c:27]([C:30](=[O:31])[O:32][CH3:33])[cH:28][n:29]2)[cH:22][n:23]1. The product is COC(=O)c1ccc(-c2cnc(C(=O)CCc3ccc(COc4ccccc4)cc3)o2)nc1. Reactants: ClCCl, [Na+], O=C([O-])O, COC(=O)c1ccc(-c2cnc(C(O)CCc3ccc(COc4ccccc4)cc3)o2)nc1. Reactants: CC(C)(C)OC(=O)N1C(C(OCc2ccccc2)C(Cc2cc(F)cc(F)c2)N(Cc2ccccc2)Cc2ccccc2)COC1(C)C, CN1CCCC1=O, CCOC(C)=O, [Cl-], [H-], [NH4+], [Na+], OCc1ccccc1. The product is CC(C)(C)OC(=O)N1C(C(OCc2ccccc2)C(Cc2cc(F)cc(OCc3ccccc3)c2)N(Cc2ccccc2)Cc2ccccc2)COC1(C)C. As a reaction SMILES: [C:11]([CH3:12])([CH3:13])([CH3:14])[O:15][C:16](=[O:17])[N:18]1[C:19]([CH3:57])([CH3:58])[O:20][CH2:21][CH:22]1[CH:23]([CH:24]([CH2:25][c:26]1[cH:27][c:28]([F:33])[cH:29][c:30]([F:32])[cH:31]1)[N:34]([CH2:35][c:36]1[cH:37][cH:38][cH:39][cH:40][cH:41]1)[CH2:42][c:43]1[cH:44][cH:45][cH:46][cH:47][cH:48]1)[O:49][CH2:50][c:51]1[cH:52][cH:53][cH:54][cH:55][cH:56]1.[CH3:61][N:62]1[CH2:63][CH2:64][CH2:65][C:66]1=[O:67].[CH3:68][CH2:69][O:70][C:71](=[O:72])[CH3:73].[Cl-:59].[H-:2].[NH4+:60].[Na+:1].[OH:3][CH2:4][c:5]1[cH:6][cH:7][cH:8][cH:9][cH:10]1>>[O:3]([CH2:4][c:5]1[cH:6][cH:7][cH:8][cH:9][cH:10]1)[c:30]1[cH:29][c:28]([F:33])[cH:27][c:26]([CH2:25][CH:24]([CH:23]([CH:22]2[N:18]([C:16]([O:15][C:11]([CH3:12])([CH3:13])[CH3:14])=[O:17])[C:19]([CH3:57])([CH3:58])[O:20][CH2:21]2)[O:49][CH2:50][c:51]2[cH:52][cH:53][cH:54][cH:55][cH:56]2)[N:34]([CH2:35][c:36]2[cH:37][cH:38][cH:39][cH:40][cH:41]2)[CH2:42][c:43]2[cH:44][cH:45][cH:46][cH:47][cH:48]2)[cH:31]1. Reaction SMILES: [CH3:15][CH:16]([CH2:17][CH2:18][CH:19]([CH3:20])[CH3:21])[NH2:22].[Cl:1][C:2]1=[N:3][S:4](=[O:13])(=[O:14])[c:5]2[c:6]([cH:8][cH:9][c:10]([Cl:12])[cH:11]2)[NH:7]1>>[C:2]1([NH:22][CH:16]([CH3:15])[CH2:17][CH2:18][CH:19]([CH3:20])[CH3:21])=[N:3][S:4](=[O:13])(=[O:14])[c:5]2[c:6]([cH:8][cH:9][c:10]([Cl:12])[cH:11]2)[NH:7]1. Product: CC(C)CCC(C)NC1=NS(=O)(=O)c2cc(Cl)ccc2N1. The reactants are CC(C)CCC(C)N, O=S1(=O)N=C(Cl)Nc2ccc(Cl)cc21. Reactants: ClC1=C(C(=CC(=C1)C(F)(F)F)Cl)C=1NC(=C(N1)C#N)C#N (2-(2,6-dichloro-4-trifluoromethylphenyl)-4,5-dicyanoimidazole), C(C)O (ethanol), Cl (hydrochloric acid), O (water). Yields the product C(#N)C1=C(N=C(N1)C1=C(C=C(C=C1Cl)C(F)(F)F)Cl)C(=O)OCC (ethyl 5-cyano-2-(2,6-dichloro-4-trifluoromethylphenyl)-imidazole-4-carboxylate). Reaction SMILES: [Cl:1][C:2]1[CH:7]=[C:6]([C:8]([F:11])([F:10])[F:9])[CH:5]=[C:4]([Cl:12])[C:3]=1[C:13]1[NH:14][C:15]([C:20]#N)=[C:16]([C:18]#[N:19])[N:17]=1.[CH2:22]([OH:24])[CH3:23].Cl.[OH2:26]>>[C:18]([C:16]1[NH:17][C:13]([C:3]2[C:2]([Cl:1])=[CH:7][C:6]([C:8]([F:10])([F:11])[F:9])=[CH:5][C:4]=2[Cl:12])=[N:14][C:15]=1[C:20]([O:24][CH2:22][CH3:23])=[O:26])#[N:19]. Reported procedure: A mixture of 2-(2,6-dichloro-4-trifluoromethylphenyl)-4,5-dicyanoimidazole (3.3 g, 0.01 mol), ethanol (10 ) and concentrated hydrochloric acid (10 ml) was stirred and heated at reflux for 24 hours. After cooling the mixture was poured into water (50 ml) and extracted with dichloromethane (2×50 ml). The combined extracts were washed with water (50 ml), dried over anhydrous sodium sulphate and evaporated to dryness. The residue was purified by mplc on silica eluted with a mixture of ethyl acetate ... The reactants are O.O.O.C(C)(=O)[O-].[Na+] (sodium acetate trihydrate), C(C1=CC=CC=C1)OC1=C(C(=C(C(=O)O)C=C1)[N+](=O)[O-])OC (4-benzyloxy-3-methoxy-2-nitrobenzoic acid), S(=O)([O-])S(=O)[O-].[Na+].[Na+] (sodium hydrosulfite). The solvent is O (water). Conditions: time 4 hour. Product: C(C1=CC=CC=C1)OC=1C(=C(C(C(=O)O)=CC1)N)OC (4-benzyloxy-3-methoxyanthranilic acid). As a reaction SMILES: [CH2:1]([O:8][C:9]1[CH:17]=[CH:16][C:12]([C:13]([OH:15])=[O:14])=[C:11]([N+:18]([O-])=O)[C:10]=1[O:21][CH3:22])[C:2]1[CH:7]=[CH:6][CH:5]=[CH:4][CH:3]=1.O.O.O.C([O-])(=O)C.[Na+].S(S([O-])=O)([O-])=O.[Na+].[Na+]>O>[CH2:1]([O:8][C:9]1[C:10]([O:21][CH3:22])=[C:11]([NH2:18])[C:12](=[CH:16][CH:17]=1)[C:13]([OH:15])=[O:14])[C:2]1[CH:3]=[CH:4][CH:5]=[CH:6][CH:7]=1 |f:1.2.3.4.5,6.7.8|. Reported procedure: To a vigorously stirring suspension of 4-benzyloxy-3-methoxy-2-nitrobenzoic acid (10.918 g, 0.036 mol) in water (200 ml) containing sodium acetate trihydrate (4.5 g) was added portionwise of sodium hydrosulfite (31 g, 0.18 mol) for 2 hours at 70 ° C. The reaction mixture was kept at this temperature for an additional 4 hours. After cooling, the precipitates were collected by filtration and washed with water. The product was recrystallized from ethanol to give 4-benzyloxy-3-methoxyanthranilic aci...